Dataset: the Open Reaction Database (ORD), a public repository of structured organic reaction records. Task: describe an organic reaction: reactants, conditions, products, and yield Starting materials: BrCC(=O)OC (methyl 2-bromoacetate), COC(COC1=C2C(=C(N(C2=CC=C1)CC1=CC(=CC=C1)Cl)CC)CC(=O)N)=O ([[3-(2-Amino-2-oxoethyl)-1-[(3-chlorophenyl)methyl]-2-ethyl-1H-indol-4-yl]oxy]acetic acid methyl ester), ClC=1C=C(C=CC1)CN1C(=C(C2=C(C=CC=C12)O)CC(=O)N)CC (1-[(3-Chlorophenyl)methyl]-2-ethyl-4-hydroxy-1H-indole-3-acetamide), [H-].[Na+] (NaH). Solvent: hexanes, CN(C)C=O (DMF). Yields the product COC(COC1=C2C(=C(N(C2=CC=C1)CC1=CC=CC=C1)CC)CC(=O)N)=O (2-[[3-(2-amino-2-oxoethyl)-2-ethyl-1-(phenylmethyl)-1H-indol-4-yl]oxy]acetic acid methyl ester), silica gel. Isolated yield 71.0%. RXN SMILES: [CH3:1][O:2][C:3](=[O:29])[CH2:4][O:5][C:6]1[CH:14]=[CH:13][CH:12]=[C:11]2[C:7]=1[C:8]([CH2:25][C:26]([NH2:28])=[O:27])=[C:9]([CH2:23][CH3:24])[N:10]2[CH2:15][C:16]1[CH:21]=[CH:20][CH:19]=[C:18](Cl)[CH:17]=1.ClC1C=C(CN2C3C(=C(O)C=CC=3)C(CC(N)=O)=C2CC)C=CC=1.[H-].[Na+].BrCC(OC)=O>CN(C=O)C>[CH3:1][O:2][C:3](=[O:29])[CH2:4][O:5][C:6]1[CH:14]=[CH:13][CH:12]=[C:11]2[C:7]=1[C:8]([CH2:25][C:26]([NH2:28])=[O:27])=[C:9]([CH2:23][CH3:24])[N:10]2[CH2:15][C:16]1[CH:21]=[CH:20][CH:19]=[CH:18][CH:17]=1 |f:2.3|. Procedure details: [[3-(2-Amino-2-oxoethyl)-1-[(3-chlorophenyl)methyl]-2-ethyl-1H-indol-4-yl]oxy]acetic acid methyl ester. (1-[(3-Chlorophenyl)methyl]-2-ethyl-4-hydroxy-1H-indole-3-acetamide (91 mg, 0.3 mmol) was reacted with 12 mg (0.3 mmol) of NaH/mineral oil (washed with hexanes) in 10 mL of DMF and then 0.03 mL (0.3 mmol) of methyl 2-bromoacetate as described in Example 75, Part H, to give after chromatography on silica gel (eluted with ethyl acetate) 80 mg (71% yield) of 2-[[3-(2-amino-2-oxoethyl)-2-ethyl-1-(... Yields the product Cc1cc2c(CC(=O)O)csc2cc1OCc1cc(-c2ccc(Cl)cc2)on1. Starting materials: COC(=O)Cc1csc2cc(OCc3cc(-c4ccc(Cl)cc4)on3)c(C)cc12, [K+], C1CCOC1, [OH-]. As a reaction SMILES: [CH3:1][O:2][C:3]([CH2:4][c:5]1[c:6]2[c:7]([s:8][cH:9]1)[cH:10][c:11]([O:15][CH2:16][c:17]1[n:18][o:19][c:20](-[c:22]3[cH:23][cH:24][c:25]([Cl:28])[cH:26][cH:27]3)[cH:21]1)[c:12]([CH3:14])[cH:13]2)=[O:29].[K+:31].[O:32]1[CH2:33][CH2:34][CH2:35][CH2:36]1.[OH-:30]>>[O:2]=[C:3]([CH2:4][c:5]1[c:6]2[c:7]([s:8][cH:9]1)[cH:10][c:11]([O:15][CH2:16][c:17]1[n:18][o:19][c:20](-[c:22]3[cH:23][cH:24][c:25]([Cl:28])[cH:26][cH:27]3)[cH:21]1)[c:12]([CH3:14])[cH:13]2)[OH:29]. The reactants are CC(=O)O, NC(=O)c1cccc(N)c1, N#CO[Na], O. The product is NC(=O)Nc1cccc(C(N)=O)c1. Reaction SMILES: [CH3:16][C:17](=[O:18])[OH:19].[NH2:6][c:7]1[cH:8][c:9]([C:10](=[O:11])[NH2:12])[cH:13][cH:14][cH:15]1.[Na:1][O:2][C:3]#[N:4].[OH2:5]>>[O:2]=[C:3]([NH2:4])[NH:6][c:7]1[cH:8][c:9]([C:10](=[O:11])[NH2:12])[cH:13][cH:14][cH:15]1. The reactants are CC(C)n1cc(-c2ccc(F)cc2)c2ccccc21, [Na+], CN(C)C=O, [OH-], O, O=P(Cl)(Cl)Cl. Product: CC(C)n1c(C=O)c(-c2ccc(F)cc2)c2ccccc21. RXN SMILES: [F:6][c:7]1[cH:8][cH:9][c:10](-[c:13]2[cH:14][n:15]([CH:22]([CH3:23])[CH3:24])[c:16]3[cH:17][cH:18][cH:19][cH:20][c:21]23)[cH:11][cH:12]1.[Na+:26].[O:27]=[CH:28][N:29]([CH3:30])[CH3:31].[OH-:25].[OH2:32].[P:1]([Cl:2])([Cl:3])([Cl:4])=[O:5]>>[F:6][c:7]1[cH:8][cH:9][c:10](-[c:13]2[c:14]([CH:28]=[O:27])[n:15]([CH:22]([CH3:23])[CH3:24])[c:16]3[cH:17][cH:18][cH:19][cH:20][c:21]23)[cH:11][cH:12]1. Starting materials: CCCn1c(=O)cc(N)n(Cc2ccccc2)c1=O, CC(=O)O, CCO, O=N[O-], [Na+], O. Yields the product CCCn1c(=O)c(N=O)c(N)n(Cc2ccccc2)c1=O. Reaction SMILES: [CH2:1]([c:2]1[cH:3][cH:4][cH:5][cH:6][cH:7]1)[n:8]1[c:9](=[O:10])[n:11]([CH2:17][CH2:18][CH3:19])[c:12](=[O:13])[cH:14][c:15]1[NH2:16].[CH3:24][C:25](=[O:26])[OH:27].[CH3:28][CH2:29][OH:30].[N:20](=[O:21])[O-:22].[Na+:23].[OH2:31]>>[CH2:1]([c:2]1[cH:3][cH:4][cH:5][cH:6][cH:7]1)[n:8]1[c:9](=[O:10])[n:11]([CH2:17][CH2:18][CH3:19])[c:12](=[O:13])[c:14]([N:20]=[O:21])[c:15]1[NH2:16]. Starting materials: C(C1=CC=CC=C1)OC1=CC=C(C=C1)CC#N (4-benzyloxyphenyl-acetonitrile), [H-].[H-].[H-].[H-].[Li+].[Al+3] (LAH), S(=O)(=O)([O-])[O-].[Na+].[Na+] (sodium sulfate). Run in C1CCOC1 (THF), C1CCOC1 (THF). Yields the product C(C1=CC=CC=C1)OC1=CC=C(C=C1)CCN (2-(4-benzyloxyphenyl)ethylamine). Yield: 17.8%. Reaction SMILES: [H-].[H-].[H-].[H-].[Li+].[Al+3].[CH2:7]([O:14][C:15]1[CH:20]=[CH:19][C:18]([CH2:21][C:22]#[N:23])=[CH:17][CH:16]=1)[C:8]1[CH:13]=[CH:12][CH:11]=[CH:10][CH:9]=1.S([O-])([O-])(=O)=O.[Na+].[Na+]>C1COCC1>[CH2:7]([O:14][C:15]1[CH:16]=[CH:17][C:18]([CH2:21][CH2:22][NH2:23])=[CH:19][CH:20]=1)[C:8]1[CH:9]=[CH:10][CH:11]=[CH:12][CH:13]=1 |f:0.1.2.3.4.5,7.8.9|. Reported procedure: LAH (2.82 g, 0.15 mol, 1.5 eq) was dissolved in THF (50 ml), and to this solution was added dropwise a THF solution (50 ml) of 4-benzyloxyphenyl-acetonitrile (11.1 g, 0.05 mol, 1.0 eq) under ice-cooling. After the completion of the dropwise addition, the mixture was refluxed under heating for 1.5 hours. The reaction mixture was cooled to room temperature, and a saturated aqueous sodium sulfate solution (about 40 ml) was added under ice-cooling. After filtration through Celite, the filtrate was c... Reactants: BrCCCCBr, C1CCC2=NCCCN2CC1, CCOC(=O)c1c(-c2cccc(N)c2)c(C)n2c1-c1cc(OC)c(OC)cc1CC2, CN(C)C=O. The product is CCOC(=O)c1c(-c2cccc(N3CCCC3)c2)c(C)n2c1-c1cc(OC)c(OC)cc1CC2. RXN SMILES: [Br:12][CH2:13][CH2:14][CH2:15][CH2:16][Br:17].[CH2:1]1[CH2:2][CH2:3][N:6]2[C:5](=[N:10][CH2:9][CH2:8][CH2:7]2)[CH2:4][CH2:11]1.[NH2:18][c:19]1[cH:20][c:21](-[c:25]2[c:26]([C:43](=[O:44])[O:45][CH2:46][CH3:47])[c:27]3[n:28]([c:41]2[CH3:42])[CH2:29][CH2:30][c:31]2[cH:32][c:33]([O:39][CH3:40])[c:34]([O:37][CH3:38])[cH:35][c:36]2-3)[cH:22][cH:23][cH:24]1.[O:48]=[CH:49][N:50]([CH3:51])[CH3:52]>>[CH2:1]1[CH2:2][CH2:3][N:18]([c:19]2[cH:20][c:21](-[c:25]3[c:26]([C:43](=[O:44])[O:45][CH2:46][CH3:47])[c:27]4[n:28]([c:41]3[CH3:42])[CH2:29][CH2:30][c:31]3[cH:32][c:33]([O:39][CH3:40])[c:34]([O:37][CH3:38])[cH:35][c:36]3-4)[cH:22][cH:23][cH:24]2)[CH2:11]1. Starting materials: C(C1=CC=CC=C1)C1=C(C(=C(N=N1)N1C[C@H](N(CC1)C1=NC=C(C(=N1)C(F)(F)F)C(=O)OC)C)C)C (methyl 2-[(R)-4-(6-benzyl-4,5-dimethyl-pyridazin-3-yl)-2-methyl-piperazin-1-yl]-4-trifluoromethyl-pyrimidine-5-carboxylate), [Li+].[OH-] (LiOH). The solvent is CCOC(=O)C (EtOAc), C1CCOC1 (THF). Reaction conditions: temperature 75 celsius. Product: C(C1=CC=CC=C1)C1=C(C(=C(N=N1)N1C[C@H](N(CC1)C1=NC=C(C(=N1)C(F)(F)F)C(=O)O)C)C)C (2-[(R)-4-(6-Benzyl-4,5-dimethyl-pyridazin-3-yl)-2-methyl-piperazin-1-yl]-4-trifluoromethyl-pyrimidine-5-carboxylic acid). The yield is 96.6%. Reaction SMILES: [CH2:1]([C:8]1[N:13]=[N:12][C:11]([N:14]2[CH2:19][CH2:18][N:17]([C:20]3[N:25]=[C:24]([C:26]([F:29])([F:28])[F:27])[C:23]([C:30]([O:32]C)=[O:31])=[CH:22][N:21]=3)[C@H:16]([CH3:34])[CH2:15]2)=[C:10]([CH3:35])[C:9]=1[CH3:36])[C:2]1[CH:7]=[CH:6][CH:5]=[CH:4][CH:3]=1.[Li+].[OH-]>C1COCC1.CCOC(C)=O>[CH2:1]([C:8]1[N:13]=[N:12][C:11]([N:14]2[CH2:19][CH2:18][N:17]([C:20]3[N:25]=[C:24]([C:26]([F:29])([F:28])[F:27])[C:23]([C:30]([OH:32])=[O:31])=[CH:22][N:21]=3)[C@H:16]([CH3:34])[CH2:15]2)=[C:10]([CH3:35])[C:9]=1[CH3:36])[C:2]1[CH:3]=[CH:4][CH:5]=[CH:6][CH:7]=1 |f:1.2|. Procedure details: To a solution of methyl 2-[(R)-4-(6-benzyl-4,5-dimethyl-pyridazin-3-yl)-2-methyl-piperazin-1-yl]-4-trifluoromethyl-pyrimidine-5-carboxylate (500 mg, 1.0 mmol, 1.0 eq) in THF (5 mL) is added an aqueous solution of LiOH (1 M, 2.0 mL, 2.0 mmol, 2.0 eq) and the resulting solution is heated to 75° C. for 4 h. The reaction mixture is diluted with EtOAc (50 mL) and washed with water (3×15 mL). The combined aqueous washes were adjusted to pH 6 with aqueous HCl (1 M), then extracted with dichloromethane ...